describe an organic reaction: reactants, conditions, products, and yield From a dataset of the Open Reaction Database (ORD), a public repository of structured organic reaction records. Reactants: C(=O)O (formic acid), ClCC(=O)O[C@@H]1C(C(=C(C(C1)(C)C)C=CC(C=C)(O)C)C)=O (5-[4(S)-(chloroacetoxy)-3-oxo-2,6,6-trimethyl-cyclohex-1-en-1-yl]-3-methyl-penta-1,4-dien-3-ol), O (water). Run in C(Cl)Cl (methylene chloride). Reaction conditions: time 45 minute. Yields the product ClCC(=O)O[C@@H]1C(C(=C(C(C1)(C)C)C=CC(=CCO)C)C)=O (5-[4(S)-(chloroacetoxy)-3-oxo-2,6,6-trimethyl-cyclohex-1-en-yl]-3-methyl-penta-2,4-dien-1-ol). Reaction SMILES: [Cl:1][CH2:2][C:3]([O:5][C@H:6]1[CH2:11][C:10]([CH3:13])([CH3:12])[C:9]([CH:14]=[CH:15][C:16]([CH3:20])(O)[CH:17]=[CH2:18])=[C:8]([CH3:21])[C:7]1=[O:22])=[O:4].C(O)=[O:24].O>C(Cl)Cl>[Cl:1][CH2:2][C:3]([O:5][C@H:6]1[CH2:11][C:10]([CH3:13])([CH3:12])[C:9]([CH:14]=[CH:15][C:16]([CH3:20])=[CH:17][CH2:18][OH:24])=[C:8]([CH3:21])[C:7]1=[O:22])=[O:4]. Procedure details: 47.8 g of 5-[4(S)-(chloroacetoxy)-3-oxo-2,6,6-trimethyl-cyclohex-1-en-1-yl]-3-methyl-penta-1,4-dien-3-ol are dissolved in 720 ml of methylene chloride. After the addition of 200 ml of formic acid, the solution is stirred at room temperture for 45 minutes, then introduced into water and extracted with diethyl ether. The ether extract is evaporated. The residue is taken up in 500 ml of methanol, treated with 100 g of potassium carbonate 250 ml of water, stirred for 1 hour, then introduced into wat... Reactants: C1CSCCN1, ClCCl, O=C(O)c1cc([N+](=O)[O-])cc(C(F)(F)F)c1, O=S(Cl)Cl. Yields the product O=C(c1cc([N+](=O)[O-])cc(C(F)(F)F)c1)N1CCSCC1. As a reaction SMILES: [CH2:17]1[CH2:18][S:19][CH2:20][CH2:21][NH:22]1.[Cl:27][CH2:28][Cl:29].[N+:1](=[O:2])([O-:3])[c:4]1[cH:5][c:6]([C:7](=[O:8])[OH:9])[cH:10][c:11]([C:13]([F:14])([F:15])[F:16])[cH:12]1.[S:23]([Cl:24])([Cl:25])=[O:26]>>[N+:1](=[O:2])([O-:3])[c:4]1[cH:5][c:6]([C:7](=[O:9])[N:22]2[CH2:17][CH2:18][S:19][CH2:20][CH2:21]2)[cH:10][c:11]([C:13]([F:14])([F:15])[F:16])[cH:12]1. Starting materials: CN(C=O)C (N,N-dimethylformamide), BrC1=NC=C(C(=C1)C(F)(F)F)F (2-bromo-5-fluoro-4-trifluoromethylpyridine). The reagents and catalysts are [C-]#N.[Zn+2].[C-]#N (zinc cyanide), C=1C=CC(=CC1)[P](C=2C=CC=CC2)(C=3C=CC=CC3)[Pd]([P](C=4C=CC=CC4)(C=5C=CC=CC5)C=6C=CC=CC6)([P](C=7C=CC=CC7)(C=8C=CC=CC8)C=9C=CC=CC9)[P](C=1C=CC=CC1)(C=1C=CC=CC1)C=1C=CC=CC1 (tetrakistriphenylphosphinepalladium). Solvent: O (water). Run at temperature 95 celsius, time 14 hour. Product: FC=1C(=CC(=NC1)C#N)C(F)(F)F (5-fluoro-4-trifluoromethylpyridine-2-carbonitrile). RXN SMILES: [CH3:1][N:2](C)C=O.Br[C:7]1[CH:12]=[C:11]([C:13]([F:16])([F:15])[F:14])[C:10]([F:17])=[CH:9][N:8]=1>[C-]#N.[Zn+2].[C-]#N.C1C=CC([P]([Pd]([P](C2C=CC=CC=2)(C2C=CC=CC=2)C2C=CC=CC=2)([P](C2C=CC=CC=2)(C2C=CC=CC=2)C2C=CC=CC=2)[P](C2C=CC=CC=2)(C2C=CC=CC=2)C2C=CC=CC=2)(C2C=CC=CC=2)C2C=CC=CC=2)=CC=1.O>[F:17][C:10]1[C:11]([C:13]([F:16])([F:15])[F:14])=[CH:12][C:7]([C:1]#[N:2])=[N:8][CH:9]=1 |f:2.3.4,^1:26,28,47,66|. Procedure: To 12 ml of N,N-dimethylformamide were added 0.8 g of 2-bromo-5-fluoro-4-trifluoromethylpyridine, 1.41 g of zinc cyanide and 0.28 g of tetrakistriphenylphosphinepalladium, and the mixture was stirred at 95° C. for 14 hours. After allowing to cool, the reaction solution was poured into water, and the resultant solution was extracted with diethyl ether three times, washed with an aqueous saturated sodium chloride solution, dried with anhydrous magnesium sulfate, and concentrated. The residue was s... Starting materials: BrC=1C(=C(C(=O)OC)C(=CC1)CS(=O)(=O)C1=CC(=CC=C1)Cl)OC (methyl 3-bromo-6-(3-chlorobenzenesulphonylmethyl)-2-methoxybenzoate), BrC=1C(=C(C(=O)OC)C(=CC1)CSC1=CC=C(C=C1)F)OC (methyl 3-bromo-6-(4-fluorophenylthiomethyl)-2-methoxybenzoate), BrC=1C(=C(C(=O)OC)C(=CC1)CSC1=CC=C(C=C1)F)OC (methyl 3-bromo-6-(4-fluorophenylthiomethyl)-2-methoxybenzoate). Product: BrC=1C(=C(C(=O)OC)C(=CC1)CS(=O)(=O)C1=CC=C(C=C1)F)OC (Methyl 3-bromo-6-(4-fluorobenzenesulphonylmethyl)-2-methoxybenzoate). Reaction SMILES: [Br:1][C:2]1[C:3]([O:23][CH3:24])=[C:4]([C:9]([CH2:12][S:13]([C:16]2[CH:21]=[CH:20][CH:19]=[C:18](Cl)[CH:17]=2)(=[O:15])=[O:14])=[CH:10][CH:11]=1)[C:5]([O:7][CH3:8])=[O:6].BrC1C(OC)=C(C(CSC2C=CC([F:44])=CC=2)=CC=1)C(OC)=O>>[Br:1][C:2]1[C:3]([O:23][CH3:24])=[C:4]([C:9]([CH2:12][S:13]([C:16]2[CH:21]=[CH:20][C:19]([F:44])=[CH:18][CH:17]=2)(=[O:15])=[O:14])=[CH:10][CH:11]=1)[C:5]([O:7][CH3:8])=[O:6]. Reported procedure: Prepared by proceeding in a similar manner to Intermediate 68, starting from methyl 3-bromo-6-(4-fluorophenylthiomethyl)-2-methoxybenzoate (Intermediate 75) and used without further characterisation. As a reaction SMILES: [Br:1][c:2]1[cH:3][cH:4][c:5]([NH:8][C:9]([CH2:10][Cl:11])=[O:12])[cH:6][cH:7]1.[CH2:13]1[CH2:14][CH2:15][NH:16][CH2:17]1.[CH3:18][c:19]1[cH:20][cH:21][cH:22][cH:23][cH:24]1>>[Br:1][c:2]1[cH:3][cH:4][c:5]([NH:8][C:9]([CH2:10][N:16]2[CH2:15][CH2:14][CH2:13][CH2:17]2)=[O:12])[cH:6][cH:7]1. Starting materials: O=C(CCl)Nc1ccc(Br)cc1, C1CCNC1, Cc1ccccc1. The product is O=C(CN1CCCC1)Nc1ccc(Br)cc1. Reactants: N1(N=CC=C1)C1=CC=C(CC=2C(=NC3=CC=C(C=C3C2Cl)Br)Cl)C=C1 (3-(4-(1H-pyrazol-1-yl)benzyl)-6-bromo-2,4-dichloroquinoline), N1(N=CC=C1)C1=CC=C(CC=2C(=NC3=CC=C(C=C3C2Cl)Br)Cl)C=C1 (3-(4-(1H-pyrazol-1-yl)benzyl)-6-bromo-2,4-dichloroquinoline), BrC1=CC(=C(N)C=C1)C (4-bromo-2-methylaniline), P(=O)(Cl)(Cl)Cl (phosphorus oxychloride), N (ammonia). Run in O (water). Run at temperature 105 celsius, time 5 hour. Product: N1(N=CC=C1)C1=CC=C(CC=2C(=NC3=C(C=C(C=C3C2Cl)Br)C)Cl)C=C1 (3-(4-(1H-Pyrazol-1-yl)benzyl)-6-bromo-2,4-dichloro-8-methylquinoline). Reaction SMILES: [N:1]1([C:6]2[CH:25]=[CH:24][C:9]([CH2:10][C:11]3[C:12]([Cl:23])=[N:13][C:14]4[C:19]([C:20]=3[Cl:21])=[CH:18][C:17]([Br:22])=[CH:16][CH:15]=4)=[CH:8][CH:7]=2)[CH:5]=[CH:4][CH:3]=[N:2]1.Br[C:27]1C=CC(N)=C(C)C=1.P(Cl)(Cl)(Cl)=O.N>O>[N:1]1([C:6]2[CH:25]=[CH:24][C:9]([CH2:10][C:11]3[C:12]([Cl:23])=[N:13][C:14]4[C:19]([C:20]=3[Cl:21])=[CH:18][C:17]([Br:22])=[CH:16][C:15]=4[CH3:27])=[CH:8][CH:7]=2)[CH:5]=[CH:4][CH:3]=[N:2]1. Procedure details: A mixture of 2-(4-(1H-pyrazol-1-yl)benzyl)malonic acid (20.0 g, 71.5 mmol, Intermediate 3: step b) and 4-bromo-2-methylaniline (13.3 g, 71.5 mmol) in phosphorus oxychloride (66.8 mL, 712 mmol) was heated at 105° C. After 5 hours, the mixture was cooled to 23° C. and added to water (600 mL) with cooling so that the internal temperature did not exceed 35° C. The pH of the mixture was adjusted to 8-9 by the slow addition of saturated aqueous ammonia solution such that the internal temperature did n... Reactants: C1(=CC=CC=C1)C1CCN(CC1)C(=O)C=1C=NC=2N(C1NC1=C3C=CC=NC3=CC=C1)N=CC2C(=O)O (6-(4-Phenylpiperidine-1-carbonyl)-7-(5-quinolylamino)pyrazolo[1,5-a]pyrimidine-3-carboxylic acid), C(C)S(=O)(=O)N (ethanesulfonamide). Yields the product C1(=CC=CC=C1)C1CCN(CC1)C(=O)C=1C=NC=2N(C1NC1=C3C=CC=NC3=CC=C1)N=CC2C(=O)NS(=O)(=O)CC (N-[6-(4-Phenylpiperidine-1-carbonyl)-7-(5-quinolylamino)pyrazolo[1,5-a]pyrimidine-3-carbonyl]ethanesulfonamide). Isolated yield 3.4%. As a reaction SMILES: [C:1]1([CH:7]2[CH2:12][CH2:11][N:10]([C:13]([C:15]3[CH:16]=[N:17][C:18]4[N:19]([N:32]=[CH:33][C:34]=4[C:35](O)=[O:36])[C:20]=3[NH:21][C:22]3[CH:31]=[CH:30][CH:29]=[C:28]4[C:23]=3[CH:24]=[CH:25][CH:26]=[N:27]4)=[O:14])[CH2:9][CH2:8]2)[CH:6]=[CH:5][CH:4]=[CH:3][CH:2]=1.[CH2:38]([S:40]([NH2:43])(=[O:42])=[O:41])[CH3:39]>>[C:1]1([CH:7]2[CH2:8][CH2:9][N:10]([C:13]([C:15]3[CH:16]=[N:17][C:18]4[N:19]([N:32]=[CH:33][C:34]=4[C:35]([NH:43][S:40]([CH2:38][CH3:39])(=[O:42])=[O:41])=[O:36])[C:20]=3[NH:21][C:22]3[CH:31]=[CH:30][CH:29]=[C:28]4[C:23]=3[CH:24]=[CH:25][CH:26]=[N:27]4)=[O:14])[CH2:11][CH2:12]2)[CH:6]=[CH:5][CH:4]=[CH:3][CH:2]=1. Procedure details: In the same manner as in Example 1, step 6 and using 6-(4-phenylpiperidine-1-carbonyl)-7-(5-quinolylamino)pyrazolo[1,5-a]pyrimidine-3-carboxylic acid (0.05 g, 0.10 mmol) obtained in step 2 and ethanesulfonamide (0.065 g, 0.6 mmol), the title compound (0.002 g, 3%) was obtained. Reactants: O1CC12CCN(CC2)C(=O)OCC (ethyl 6-aza-1-oxaspiro[2,5]octane-6-carboxylate), CN (methylamine). Reaction conditions: time 8 hour. Yields the product OC1(CCN(CC1)C(=O)OCC)CNC (Ethyl 4-hydroxy-4-methylaminomethylpiperidine-1-carboxylate). As a reaction SMILES: [O:1]1[C:3]2([CH2:8][CH2:7][N:6]([C:9]([O:11][CH2:12][CH3:13])=[O:10])[CH2:5][CH2:4]2)[CH2:2]1.[CH3:14][NH2:15]>>[OH:1][C:3]1([CH2:2][NH:15][CH3:14])[CH2:8][CH2:7][N:6]([C:9]([O:11][CH2:12][CH3:13])=[O:10])[CH2:5][CH2:4]1. Reported procedure: 5.2 g (28 mmol) of ethyl 6-aza-1-oxaspiro[2,5]octane-6-carboxylate ) are added dropwise to 30 ml of methylamine solution (25% in water) and the mixture is stirred overnight at room temperature. It is then concentrated and recrystallized from petroleum ether (hygroscopic crystals).